This data is from the Open Reaction Database (ORD), a public repository of structured organic reaction records. The task is: describe an organic reaction: reactants, conditions, products, and yield Starting materials: OC[C@H](CC(C)C)N ((1S)-1-(Hydroxymethyl)-3-methylbutylamine), (1S)-1-(chloromethyl)-3-methylbutanammonium chloride, CC1=C(C=CC(=C1)[N+](=O)[O-])N=C=S (2-Methyl-4-nitrophenyl isothiocyanate), (1S)-1-(chloromethyl)-3-methylbutanammonium chloride. Yields the product CC1=C(C=CC(=C1)[N+](=O)[O-])N=C1SC[C@@H](N1)CC(C)C ((4S)-2-(2-methyl-4-nitrophenylimino)-4-isobutyl-1,3-thiazolidine). RXN SMILES: O[CH2:2][C@@H:3]([NH2:8])[CH2:4][CH:5]([CH3:7])[CH3:6].[CH3:9][C:10]1[CH:15]=[C:14]([N+:16]([O-:18])=[O:17])[CH:13]=[CH:12][C:11]=1[N:19]=[C:20]=[S:21]>>[CH3:9][C:10]1[CH:15]=[C:14]([N+:16]([O-:18])=[O:17])[CH:13]=[CH:12][C:11]=1[N:19]=[C:20]1[NH:8][C@@H:3]([CH2:4][CH:5]([CH3:7])[CH3:6])[CH2:2][S:21]1. Procedure: (1S)-1-(Hydroxymethyl)-3-methylbutylamine was converted to (1S)-1-(chloromethyl)-3-methylbutanammonium chloride as described in Method B7a. 2-Methyl-4-nitrophenyl isothiocyanate was reacted with (1S)-1-(chloromethyl)-3-methylbutanammonium chloride according to Method C1a to give (4S)-2-(2-methyl-4-nitrophenylimino)-4-isobutyl-1,3-thiazolidine. The thiazolidine was reacted with isobutyl bromide according to Method D2a to afford (4S)-2-(2-methyl-4-nitrophenylimino)-3,4-diisobutyl-1,3-thiazolidine ...